This data is from the Open Reaction Database (ORD), a public repository of structured organic reaction records. The task is: describe an organic reaction: reactants, conditions, products, and yield Reactants: ClC=1C=2N(N=CC1C1=CC=C(C=C1)Cl)C(NN2)=O (8-chloro-7-(4-chlorophenyl)-2H-[1,2,4]triazolo[4,3-b]pyridazin-3-one), C(=O)([O-])[O-].[K+].[K+] (K2CO3), FC(C1=C(CBr)C=CC=C1)(F)F (2-(trifluoromethyl)benzyl bromide). Run in CN(C)C=O (DMF), CCOC(=O)C (EtOAc). Conditions: temperature 55 celsius. Product: FC(C1=CC=C(CN2N=C3N(N=CC(=C3Cl)C3=CC=C(C=C3)Cl)C2=O)C=C1)(F)F (4-(Trifluoromethyl)benzyl-8-chloro-7-(4-chlorophenyl)-2H-[1,2,4]triazolo[4,3-b]pyridazin-3-one). The yield is 88.2%. Reaction SMILES: [Cl:1][C:2]1[C:3]2[N:4]([C:15](=[O:18])[NH:16][N:17]=2)[N:5]=[CH:6][C:7]=1[C:8]1[CH:13]=[CH:12][C:11]([Cl:14])=[CH:10][CH:9]=1.[C:19]([O-])([O-])=O.[K+].[K+].[F:25][C:26]([F:36])([F:35])[C:27]1[CH:34]=[CH:33][CH:32]=[CH:31][C:28]=1CBr>CN(C=O)C.CCOC(C)=O>[F:36][C:26]([F:25])([F:35])[C:27]1[CH:28]=[CH:31][C:32]([CH2:19][N:16]2[C:15](=[O:18])[N:4]3[N:5]=[CH:6][C:7]([C:8]4[CH:13]=[CH:12][C:11]([Cl:14])=[CH:10][CH:9]=4)=[C:2]([Cl:1])[C:3]3=[N:17]2)=[CH:33][CH:34]=1 |f:1.2.3|. Procedure details: To a solution of 8-chloro-7-(4-chlorophenyl)-2H-[1,2,4]triazolo[4,3-b]pyridazin-3-one (0.54 g, 1.91 mmol), prepared as described in Example 354, in DMF (5 mL) at RT was added K2CO3 (0.40 g, 2.87 mmol) and 2-(trifluoromethyl)benzyl bromide (0.595 g, 2.49 mmol). The reaction mixture was heated at 55° C. for 4 h. After this time, the mixture was diluted with EtOAc (150 mL). The resultant solution was washed with water and saturated aqueous NaCl. The organic layer was dried (MgSO4), filtered and con... The reactants are [BH4-], C[Si](C)(C)CCOCn1ccc(Nc2cncc(C(=O)O)n2)n1, CN(C)C=O, [Na+], O. Yields the product C[Si](C)(C)CCOCn1ccc(Nc2cncc(CO)n2)n1. As a reaction SMILES: [BH4-:29].[CH3:1][Si:2]([CH2:3][CH2:4][O:5][CH2:6][n:7]1[n:8][c:9]([NH:12][c:13]2[cH:14][n:15][cH:16][c:17]([C:19](=[O:20])[OH:21])[n:18]2)[cH:10][cH:11]1)([CH3:22])[CH3:23].[CH3:24][N:25]([CH3:26])[CH:27]=[O:28].[Na+:30].[OH2:31]>>[CH3:1][Si:2]([CH2:3][CH2:4][O:5][CH2:6][n:7]1[n:8][c:9]([NH:12][c:13]2[cH:14][n:15][cH:16][c:17]([CH2:19][OH:20])[n:18]2)[cH:10][cH:11]1)([CH3:22])[CH3:23]. Starting materials: NaIO4, I(=O)(=O)(=O)[O-].[Na+] (sodium periodate), OC(CN1C(C2=CC=C(C=C2C(=C1C#N)C1=CC(=CC=C1)F)OC)=O)CO (2-(2,3-dihydroxypropyl)-4-(3-fluorophenyl)-6-methoxy-1-oxo-1,2-dihydroisoquinoline-3-carbonitrile). Solvent: O (water), C1CCOC1 (THF). Run at time 8 hour. The product is FC=1C=C(C=CC1)C1=C(N(C(C2=CC=C(C=C12)OC)=O)CC=O)C#N (4-(3-fluorophenyl)-6-methoxy-1-oxo-2-(2-oxoethyl)-1,2-dihydroisoquinoline-3-carbonitrile). RXN SMILES: I([O-])(=O)(=O)=O.[Na+].[OH:7][CH:8](CO)[CH2:9][N:10]1[C:19]([C:20]#[N:21])=[C:18]([C:22]2[CH:27]=[CH:26][CH:25]=[C:24]([F:28])[CH:23]=2)[C:17]2[C:12](=[CH:13][CH:14]=[C:15]([O:29][CH3:30])[CH:16]=2)[C:11]1=[O:31]>O.C1COCC1>[F:28][C:24]1[CH:23]=[C:22]([C:18]2[C:17]3[C:12](=[CH:13][CH:14]=[C:15]([O:29][CH3:30])[CH:16]=3)[C:11](=[O:31])[N:10]([CH2:9][CH:8]=[O:7])[C:19]=2[C:20]#[N:21])[CH:27]=[CH:26][CH:25]=1 |f:0.1|. Procedure details: A solution of sodium periodate (368 mg, 1.72 mmol) in water (7 mL) was added to a solution of diol 106 (0.96 mmol) in THF (15 mL) at 0° C. After 7 h an additional 1.8 equivalents of NaIO4 were added. The reaction mixture was stirred overnight then partitioned between EtOAc and NaHCO3. The aqueous phase was extracted with EtOAc and the combined extracts dried (MgSO4). Concentration gave the desired product 107.